This data is from the Open Reaction Database (ORD), a public repository of structured organic reaction records. The task is: describe an organic reaction: reactants, conditions, products, and yield Reactants: CS(=O)(=O)Cl, COC(=O)C1C2CC(O)C(C2)N1C(=O)OC(C)(C)C, c1ccncc1. The product is COC(=O)C1C2CC(OS(C)(=O)=O)C(C2)N1C(=O)OC(C)(C)C. As a reaction SMILES: [CH3:20][S:21]([Cl:22])(=[O:23])=[O:24].[OH:1][CH:2]1[CH2:3][CH:4]2[CH:5]([C:16](=[O:17])[O:18][CH3:19])[N:6]([C:9](=[O:10])[O:11][C:12]([CH3:13])([CH3:14])[CH3:15])[CH:7]1[CH2:8]2.[cH:25]1[cH:26][cH:27][n:28][cH:29][cH:30]1>>[O:1]([CH:2]1[CH2:3][CH:4]2[CH:5]([C:16](=[O:17])[O:18][CH3:19])[N:6]([C:9](=[O:10])[O:11][C:12]([CH3:13])([CH3:14])[CH3:15])[CH:7]1[CH2:8]2)[S:21]([CH3:20])(=[O:23])=[O:24]. Reactants: N1(CCCC1)CC=1C=C(OCCCN)C=CC1 (3-[3-(pyrrolidin-1-ylmethyl)phenoxy]propylamine), P(Cl)(Cl)Cl (phosphorus trichloride), NC=1SC(=C(N1)C(=O)O)C1=CC=NC=C1 (2-amino-5-(4-pyridyl)-4-thiazolecarboxylic acid). Run in N1=CC=CC=C1 (pyridine). Reaction conditions: time 3 hour. Yields the product Cl.NC=1SC(=C(N1)C(NCCCOC1=CC(=CC=C1)CN1CCCC1)=O)C1=CC=NC=C1 (2-amino-5-(4-pyridyl)-4-[ 3-[3-(pyrrolidin-1-yl-methyl)phenoxy]propylcarbamoyl]thiazole hydrochloride). As a reaction SMILES: [N:1]1([CH2:6][C:7]2[CH:8]=[C:9]([CH:15]=[CH:16][CH:17]=2)[O:10][CH2:11][CH2:12][CH2:13][NH2:14])[CH2:5][CH2:4][CH2:3][CH2:2]1.P(Cl)(Cl)[Cl:19].[NH2:22][C:23]1[S:24][C:25]([C:31]2[CH:36]=[CH:35][N:34]=[CH:33][CH:32]=2)=[C:26]([C:28](O)=[O:29])[N:27]=1>N1C=CC=CC=1>[ClH:19].[NH2:22][C:23]1[S:24][C:25]([C:31]2[CH:36]=[CH:35][N:34]=[CH:33][CH:32]=2)=[C:26]([C:28](=[O:29])[NH:14][CH2:13][CH2:12][CH2:11][O:10][C:9]2[CH:15]=[CH:16][CH:17]=[C:7]([CH2:6][N:1]3[CH2:2][CH2:3][CH2:4][CH2:5]3)[CH:8]=2)[N:27]=1 |f:4.5|. Reported procedure: To a mixture of 3-[3-(pyrrolidin-1-ylmethyl)phenoxy]propylamine (2.33 g) and phosphorus trichloride (0.44 ml) in pyridine (20 ml) was added 2-amino-5-(4-pyridyl)-4-thiazolecarboxylic acid (1.1 g) and the mixture was stired at 80° C. for 3 hours. The reaction mixture was evaporated in vacuo and the residue was dissolved in a mixture of ethyl acetate and water. The resultant mixture was adjusted to pH 1.0 with 10% hydrochloric acid. The separated aqueous layer was adjusted to pH 8 with saturated p... Reactants: [Si](C)(C)(C(C)(C)C)O[C@H]1C[C@@H](CC2=CC=C3[C@@H]4CC=C([C@H](C)O)[C@]4(CC[C@@H]3[C@@]12C)C)O[Si](C)(C)C(C)(C)C (1α,3β-bis(tert-butyldimethylsilyloxy)-20(S)-hydroxypregna-5,7,16-triene), [H-].[Na+] (sodium hydride), 15-crown-5(10 μl), BrC\C=C\C(C)(O[Si](CC)(CC)CC)C ((E)-1-bromo-4-methyl-4-triethylsilyloxy-2-pentene). Run in O1CCCC1 (tetrahydrofuran). The product is [Si](C)(C)(C(C)(C)C)O[C@H]1C[C@@H](CC2=CC=C3[C@@H]4CC=C([C@H](C)OC\C=C\C(C)(O[Si](CC)(CC)CC)C)[C@]4(CC[C@@H]3[C@@]12C)C)O[Si](C)(C)C(C)(C)C (1α,3β-bis(tert-Butyldimethylsilyloxy)-20(S)-{(E)-(4-methyl-4-triethylsilyloxy-2-pentenyloxy)}pregna-5,7,16-triene). Isolated yield 104.1%. Reaction SMILES: [Si:1]([O:8][C@@H:9]1[C@@:28]2([CH3:29])[C:13](=[CH:14][CH:15]=[C:16]3[C@@H:27]2[CH2:26][CH2:25][C@@:24]2([CH3:30])[C@H:17]3[CH2:18][CH:19]=[C:20]2[C@@H:21]([OH:23])[CH3:22])[CH2:12][C@@H:11]([O:31][Si:32]([C:35]([CH3:38])([CH3:37])[CH3:36])([CH3:34])[CH3:33])[CH2:10]1)([C:4]([CH3:7])([CH3:6])[CH3:5])([CH3:3])[CH3:2].[H-].[Na+].Br[CH2:42]/[CH:43]=[CH:44]/[C:45]([CH3:55])([O:47][Si:48]([CH2:53][CH3:54])([CH2:51][CH3:52])[CH2:49][CH3:50])[CH3:46]>O1CCCC1>[Si:1]([O:8][C@@H:9]1[C@@:28]2([CH3:29])[C:13](=[CH:14][CH:15]=[C:16]3[C@@H:27]2[CH2:26][CH2:25][C@@:24]2([CH3:30])[C@H:17]3[CH2:18][CH:19]=[C:20]2[C@@H:21]([O:23][CH2:42]/[CH:43]=[CH:44]/[C:45]([CH3:55])([O:47][Si:48]([CH2:51][CH3:52])([CH2:53][CH3:54])[CH2:49][CH3:50])[CH3:46])[CH3:22])[CH2:12][C@@H:11]([O:31][Si:32]([C:35]([CH3:37])([CH3:36])[CH3:38])([CH3:33])[CH3:34])[CH2:10]1)([C:4]([CH3:7])([CH3:6])[CH3:5])([CH3:3])[CH3:2] |f:1.2|. Reported procedure: Under the same conditions as in Example 83, 1α,3β-bis(tert-butyldimethylsilyloxy)-20(S)-hydroxypregna-5,7,16-triene (60.0 mg, 0.107 mmol), sodium hydride (60%, 17.1 mg, 0.428 mmol), 15-crown-5(10 μl) and (E)-1-bromo-4-methyl-4-triethylsilyloxy-2-pentene (116 mg, 0.375 mmol) were reacted in tetrahydrofuran (1 ml) and worked up, and then the residue was purified by preparative thin layer chromatography (0.5 mm×2, hexane:ethyl acetate=40:1, developed once) to give the title compound as a colorless ... Starting materials: FC1=C(C=CC(=O)O)C=CC=C1 (2-fluorocinnamic acid), S1C(=NC=C1)C=1C=C(C=CC1)[C@H](C)N ((S)-1-(3-thiazol-2-yl-phenyl)-ethylamine). Yields the product FC1=C(C=CC=C1)C=CC(=O)N[C@@H](C)C1=CC(=CC=C1)C=1SC=CN1 ((S)-3-(2-Fluoro-phenyl)-N-[1-(3-thiazol-2-yl-phenyl)-ethyl]-acrylamide). As a reaction SMILES: [F:1][C:2]1[CH:12]=[CH:11][CH:10]=[CH:9][C:3]=1[CH:4]=[CH:5][C:6]([OH:8])=O.[S:13]1[CH:17]=[CH:16][N:15]=[C:14]1[C:18]1[CH:19]=[C:20]([C@@H:24]([NH2:26])[CH3:25])[CH:21]=[CH:22][CH:23]=1>>[F:1][C:2]1[CH:12]=[CH:11][CH:10]=[CH:9][C:3]=1[CH:4]=[CH:5][C:6]([NH:26][C@H:24]([C:20]1[CH:21]=[CH:22][CH:23]=[C:18]([C:14]2[S:13][CH:17]=[CH:16][N:15]=2)[CH:19]=1)[CH3:25])=[O:8]. Procedure details: The title compound was prepared from 2-fluorocinnamic acid and (S)-1-(3-thiazol-2-yl-phenyl)-ethylamine following the general procedures as described for Example 1. Starting materials: N1C=CC=2C(=CC=CC12)C=O (1H-indole-4-carbaldehyde), [H-].[Na+] (sodium hydride), O (Water), C(C)I (Ethyl iodide). Solvent: CN(C)C=O (DMF). Conditions: time 30 minute. The product is C(C)N1C=CC=2C(=CC=CC12)C=O (1-ethyl-1H-indole-4-carbaldehyde). Isolated yield 101.7%. As a reaction SMILES: [NH:1]1[C:9]2[CH:8]=[CH:7][CH:6]=[C:5]([CH:10]=[O:11])[C:4]=2[CH:3]=[CH:2]1.[H-].[Na+].[CH2:14](I)[CH3:15].O>CN(C=O)C>[CH2:14]([N:1]1[C:9]2[CH:8]=[CH:7][CH:6]=[C:5]([CH:10]=[O:11])[C:4]=2[CH:3]=[CH:2]1)[CH3:15] |f:1.2|. Procedure details: To a solution of 1H-indole-4-carbaldehyde (2.00 g, 13.8 mmol) in anhydrous DMF (6.5 mL) was added sodium hydride (827 mg of 60% dispersion in oil, 20.7 mmol). The mixture was stirred for 30 min at room temperature. Ethyl iodide (2.22 mL, 27.5 mmol) was then added and the reaction mixture was stirred for 12 h at room temperature. Water was added (100 mL) and the mixture was extracted with ethyl acetate (3×100 mL). Combined organic layers were washed with brine (100 mL), dried over Na2SO4, filtere...